From a dataset of the Open Reaction Database (ORD), a public repository of structured organic reaction records. describe an organic reaction: reactants, conditions, products, and yield The reactants are C1COCCO1, C1CCOC1, CN(C)CCO, CN1CCN(C(=O)c2ccc3c(c2)[nH]c2c(C(N)=O)ccc(-c4cccc(O)c4F)c23)CC1, CCOC(=O)N=NC(=O)OCC, c1ccc(P(c2ccccc2)c2ccccc2)cc1. The product is CN(C)CCOc1cccc(-c2ccc(C(N)=O)c3[nH]c4cc(C(=O)N5CCN(C)CC5)ccc4c23)c1F. RXN SMILES: [CH2:71]1[O:72][CH2:73][CH2:74][O:75][CH2:76]1.[CH2:77]1[O:78][CH2:79][CH2:80][CH2:81]1.[CH3:65][N:66]([CH3:67])[CH2:68][CH2:69][OH:70].[F:1][c:2]1[c:3](-[c:9]2[cH:10][cH:11][c:12]([C:31](=[O:32])[NH2:33])[c:13]3[nH:14][c:15]4[cH:16][c:17]([C:22](=[O:23])[N:24]5[CH2:25][CH2:26][N:27]([CH3:30])[CH2:28][CH2:29]5)[cH:18][cH:19][c:20]4[c:21]23)[cH:4][cH:5][cH:6][c:7]1[OH:8].[O:53]=[C:54]([O:55][CH2:56][CH3:57])[N:58]=[N:59][C:60]([O:61][CH2:62][CH3:63])=[O:64].[c:34]1([P:35]([c:36]2[cH:37][cH:38][cH:39][cH:40][cH:41]2)[c:42]2[cH:43][cH:44][cH:45][cH:46][cH:47]2)[cH:48][cH:49][cH:50][cH:51][cH:52]1>>[F:1][c:2]1[c:3](-[c:9]2[cH:10][cH:11][c:12]([C:31](=[O:32])[NH2:33])[c:13]3[nH:14][c:15]4[cH:16][c:17]([C:22](=[O:23])[N:24]5[CH2:25][CH2:26][N:27]([CH3:30])[CH2:28][CH2:29]5)[cH:18][cH:19][c:20]4[c:21]23)[cH:4][cH:5][cH:6][c:7]1[O:8][CH2:69][CH2:68][N:66]([CH3:65])[CH3:67]. Starting materials: BrCCCCCCOCCCCCCC1=CC=CC=C1 (1-bromo-6-(6-phenylhex-1-yloxy)hexane), OC=1C=C(C=O)C=CC1OC (3-hydroxy-4-methoxy benzaldehyde). The product is COC1=C(C=C(C=O)C=C1)OCCCCCCOCCCCCCC1=CC=CC=C1 (4-Methoxy-3-[6-(6-phenylhex-1-yloxy)hex-1 -yloxy]benzaldehyde). As a reaction SMILES: Br[CH2:2][CH2:3][CH2:4][CH2:5][CH2:6][CH2:7][O:8][CH2:9][CH2:10][CH2:11][CH2:12][CH2:13][CH2:14][C:15]1[CH:20]=[CH:19][CH:18]=[CH:17][CH:16]=1.[OH:21][C:22]1[CH:23]=[C:24]([CH:27]=[CH:28][C:29]=1[O:30][CH3:31])[CH:25]=[O:26]>>[CH3:31][O:30][C:29]1[CH:28]=[CH:27][C:24]([CH:25]=[O:26])=[CH:23][C:22]=1[O:21][CH2:2][CH2:3][CH2:4][CH2:5][CH2:6][CH2:7][O:8][CH2:9][CH2:10][CH2:11][CH2:12][CH2:13][CH2:14][C:15]1[CH:20]=[CH:19][CH:18]=[CH:17][CH:16]=1. Procedure details: Reaction of 1-bromo-6-(6-phenylhex-1-yloxy)hexane and 3-hydroxy-4-methoxy benzaldehyde analogous to the procedure of preparation 3, affords the title compound as a pale yellow oil. MS (m/z) 413.